This data is from the Open Reaction Database (ORD), a public repository of structured organic reaction records. The task is: describe an organic reaction: reactants, conditions, products, and yield Starting materials: ClCCl, O=C1OC(=O)c2cc(Cl)c(Cl)cc21, NCCN1CCC(c2noc3cc(F)ccc23)CC1. Product: O=C1c2cc(Cl)c(Cl)cc2C(=O)N1CCN1CCC(c2noc3cc(F)ccc23)CC1. RXN SMILES: [CH2:33]([Cl:34])[Cl:35].[Cl:20][c:21]1[cH:22][c:23]2[c:24]([cH:30][c:31]1[Cl:32])[C:25](=[O:26])[O:27][C:28]2=[O:29].[F:1][c:2]1[cH:3][c:4]2[c:5]([c:6]([CH:9]3[CH2:10][CH2:11][N:12]([CH2:15][CH2:16][NH2:17])[CH2:13][CH2:14]3)[n:7][o:8]2)[cH:18][cH:19]1>>[F:1][c:2]1[cH:3][c:4]2[c:5]([c:6]([CH:9]3[CH2:10][CH2:11][N:12]([CH2:15][CH2:16][N:17]4[C:25](=[O:26])[c:24]5[c:23]([cH:22][c:21]([Cl:20])[c:31]([Cl:32])[cH:30]5)[C:28]4=[O:27])[CH2:13][CH2:14]3)[n:7][o:8]2)[cH:18][cH:19]1.